The task is: describe an organic reaction: reactants, conditions, products, and yield. This data is from the Open Reaction Database (ORD), a public repository of structured organic reaction records. Starting materials: C(#N)C1=CC=C(C=C1)C1N(C(N(C(=C1C(=O)OCC)C)C1=CC(=CC=C1)C(F)(F)F)=O)CC1=CC(=CC=C1)\C=C\C(=O)OCC (Ethyl 4-(4-cyanophenyl)-3-{3-[(1E)-3-ethoxy-3-oxoprop-1-en-1-yl]benzyl}-6-methyl-2-oxo-1-[3-(trifluoromethyl)phenyl]-1,2,3,4-tetrahydropyrimidine-5-carboxylate), [OH-].[Na+] (sodium hydroxide), Cl (hydrochloric acid), C(C)O (ethanol). Solvent: O1CCCC1 (tetrahydrofuran), O (water). Run at time 1 hour. The product is C(=O)(O)/C=C/C=1C=C(CN2C(N(C(=C(C2C2=CC=C(C=C2)C#N)C(=O)O)C)C2=CC(=CC=C2)C(F)(F)F)=O)C=CC1 (3-{3-[(E)-2-Carboxyvinyl]benzyl}-4-(4-cyanophenyl)-6-methyl-2-oxo-1-[3-(trifluoromethyl)phenyl]-1,2,3,4-tetrahydropyrimidine-5-carboxylic acid). As a reaction SMILES: [C:1]([C:3]1[CH:8]=[CH:7][C:6]([CH:9]2[C:14]([C:15]([O:17]CC)=[O:16])=[C:13]([CH3:20])[N:12]([C:21]3[CH:26]=[CH:25][CH:24]=[C:23]([C:27]([F:30])([F:29])[F:28])[CH:22]=3)[C:11](=[O:31])[N:10]2[CH2:32][C:33]2[CH:38]=[CH:37][CH:36]=[C:35](/[CH:39]=[CH:40]/[C:41]([O:43]CC)=[O:42])[CH:34]=2)=[CH:5][CH:4]=1)#[N:2].[OH-].[Na+].C(O)C.Cl>O1CCCC1.O>[C:41](/[CH:40]=[CH:39]/[C:35]1[CH:34]=[C:33]([CH:38]=[CH:37][CH:36]=1)[CH2:32][N:10]1[CH:9]([C:6]2[CH:5]=[CH:4][C:3]([C:1]#[N:2])=[CH:8][CH:7]=2)[C:14]([C:15]([OH:17])=[O:16])=[C:13]([CH3:20])[N:12]([C:21]2[CH:26]=[CH:25][CH:24]=[C:23]([C:27]([F:28])([F:30])[F:29])[CH:22]=2)[C:11]1=[O:31])([OH:43])=[O:42] |f:1.2|. Procedure: To a stirred solution of ethyl 4-(4-cyanophenyl)-3-{3-[(1E)-3-ethoxy-3-oxoprop-1-en-1-yl]benzyl}-6-methyl-2-oxo-1-[3-(trifluoromethyl)phenyl]-1,2,3,4-tetrahydropyrimidine-5-carboxylate (Example 37) (50 mg, 0.08 mmol) in tetrahydrofuran (2 ml) is added a solution of sodium hydroxide (32.4 mg, 0.8 mmol) in water (0.5 ml). After stirring at room temperature for 1 hour, ethanol (2 ml) is added. After 16 hours stirring, the pH of the solution is adjusted to 2 with 1 N hydrochloric acid, and the produ...